This data is from the Open Reaction Database (ORD), a public repository of structured organic reaction records. The task is: describe an organic reaction: reactants, conditions, products, and yield Starting materials: CCN1CCC(=O)CC1, CO, [Cl-], N, [NH4+], N#C[Na], O. Yields the product CCN1CCC(N)(C#N)CC1. As a reaction SMILES: [CH2:1]([CH3:2])[N:3]1[CH2:4][CH2:5][C:6](=[O:9])[CH2:7][CH2:8]1.[CH3:16][OH:17].[Cl-:10].[NH3:15].[NH4+:11].[Na:12][C:13]#[N:14].[OH2:18]>>[CH2:1]([CH3:2])[N:3]1[CH2:4][CH2:5][C:6]([NH2:11])([C:13]#[N:14])[CH2:7][CH2:8]1.